From a dataset of the Open Reaction Database (ORD), a public repository of structured organic reaction records. describe an organic reaction: reactants, conditions, products, and yield The reactants are CC(C)(C)OC(=O)NC(Cc1cccc(C#C[Si](C)(C)C)c1)C(CO)O[Si](C)(C)C(C)(C)C, O=C([O-])O, ClCCl, [Na+]. Yields the product CC(C)(C)OC(=O)NC(Cc1cccc(C#C[Si](C)(C)C)c1)C(C=O)O[Si](C)(C)C(C)(C)C. Reaction SMILES: [C:1]([CH3:2])([CH3:3])([CH3:4])[Si:5]([O:6][CH:7]([CH:8]([CH2:9][c:10]1[cH:11][c:12]([C:16]#[C:17][Si:18]([CH3:19])([CH3:20])[CH3:21])[cH:13][cH:14][cH:15]1)[NH:22][C:23]([O:24][C:25]([CH3:26])([CH3:27])[CH3:28])=[O:29])[CH2:30][OH:31])([CH3:32])[CH3:33].[C:34](=[O:35])([OH:36])[O-:37].[Cl:39][CH2:40][Cl:41].[Na+:38]>>[C:1]([CH3:2])([CH3:3])([CH3:4])[Si:5]([O:6][CH:7]([CH:8]([CH2:9][c:10]1[cH:11][c:12]([C:16]#[C:17][Si:18]([CH3:19])([CH3:20])[CH3:21])[cH:13][cH:14][cH:15]1)[NH:22][C:23]([O:24][C:25]([CH3:26])([CH3:27])[CH3:28])=[O:29])[CH:30]=[O:31])([CH3:32])[CH3:33]. Reactants: Nc1ncnc2c1nc(Br)n2C1CC(O)C(CO)O1, C[O-], CO, [Na+]. Product: COc1nc2c(N)ncnc2n1C1CC(O)C(CO)O1. Reaction SMILES: [Br:1][c:2]1[n:3]([CH:4]2[CH2:5][CH:6]([OH:7])[CH:8]([CH2:9][OH:10])[O:11]2)[c:12]2[n:13][cH:14][n:15][c:16]([NH2:19])[c:17]2[n:18]1.[CH3:20][O-:21].[CH3:23][OH:24].[Na+:22]>>[c:2]1([O:21][CH3:20])[n:3]([CH:4]2[CH2:5][CH:6]([OH:7])[CH:8]([CH2:9][OH:10])[O:11]2)[c:12]2[n:13][cH:14][n:15][c:16]([NH2:19])[c:17]2[n:18]1. The reactants are C(CCC)[Sn](C(=C)OCC)(CCCC)CCCC (Tributyl(1-ethoxyvinyl)tin), Cl (HCl), BrC1=CC=C2CCCC(C2=C1)(C)C (7-bromo-1,1-dimethyl-1,2,3,4-tetrahydro-naphthalene), BrC1=CC=C2CCCC(C2=C1)(C)C (7-bromo-1,1-dimethyl-1,2,3,4-tetrahydro-naphthalene). The reagents and catalysts are Cl[Pd]([P](C1=CC=CC=C1)(C2=CC=CC=C2)C3=CC=CC=C3)([P](C4=CC=CC=C4)(C5=CC=CC=C5)C6=CC=CC=C6)Cl (PdCl2(PPh3)2). Solvent: C1CCOC1 (THF). Conditions: temperature 80 celsius, time 18 hour. Yields the product CC1(CCCC=2C=CC(=CC12)C(C)=O)C (1-(8,8-Dimethyl-5,6,7,8-tetrahydro-naphthalen-2-yl)-ethanone). The yield is 55.7%. As a reaction SMILES: Br[C:2]1[CH:11]=[C:10]2[C:5]([CH2:6][CH2:7][CH2:8][C:9]2([CH3:13])[CH3:12])=[CH:4][CH:3]=1.C([Sn](CCCC)(CCCC)[C:19]([O:21]CC)=[CH2:20])CCC.Cl>C1COCC1.Cl[Pd](Cl)([P](C1C=CC=CC=1)(C1C=CC=CC=1)C1C=CC=CC=1)[P](C1C=CC=CC=1)(C1C=CC=CC=1)C1C=CC=CC=1>[CH3:12][C:9]1([CH3:13])[C:10]2[CH:11]=[C:2]([C:19](=[O:21])[CH3:20])[CH:3]=[CH:4][C:5]=2[CH2:6][CH2:7][CH2:8]1 |^1:40,59|. Procedure: A solution of 7-bromo-1,1-dimethyl-1,2,3,4-tetrahydro-naphthalene (Compound 15, 1.20 g, 5.94 mmol) in 20 ml of THF was first degassed by bubbling with argon for 30 min. Tributyl(1-ethoxyvinyl)tin (4.29 g, 11.88 mmol) and PdCl2(PPh3)2 (422 mg, 0.60 mmol) were added. After stirring at 80° C. for 18 h, the mixture was cooled to room temperature and 3 mL of 10 % HCl was added. The mixture was then stirred for another 30 min, then extracted with ethyl acetate (3×10 mL). The combined organic layer was...